This data is from the Open Reaction Database (ORD), a public repository of structured organic reaction records. The task is: describe an organic reaction: reactants, conditions, products, and yield The reactants are [Br-], Cc1cc(Br)c2ncc(O)nc2c1, Cc1cc(Br)c2nc(O)cnc2c1, CCCC[N+](CCCC)(CCCC)CCCC, CCCCCC, CCOCC, FC(F)Cl, [Na+], [OH-], O. Product: Cc1cc(Br)c2ncc(OC(F)F)nc2c1. Reaction SMILES: [Br-:33].[Br:14][c:15]1[cH:16][c:17]([CH3:26])[cH:18][c:19]2[n:20][c:21]([OH:25])[cH:22][n:23][c:24]12.[Br:1][c:2]1[cH:3][c:4]([CH3:5])[cH:6][c:7]2[c:8]1[n:9][c:10]([OH:11])[cH:12][n:13]2.[CH2:34]([N+:35]([CH2:36][CH2:37][CH2:38][CH3:39])([CH2:40][CH2:41][CH2:42][CH3:43])[CH2:44][CH2:45][CH2:46][CH3:47])[CH2:48][CH2:49][CH3:50].[CH3:51][CH2:52][CH2:53][CH2:54][CH2:55][CH3:56].[CH3:57][CH2:58][O:59][CH2:60][CH3:61].[Cl:29][CH:30]([F:31])[F:32].[Na+:28].[OH-:27].[OH2:62]>>[Br:14][c:15]1[cH:16][c:17]([CH3:26])[cH:18][c:19]2[n:20][c:21]([O:25][CH:30]([F:31])[F:32])[cH:22][n:23][c:24]12. Starting materials: O=C1CCC(=O)N1Br, O=C(OOC(=O)c1ccccc1)c1ccccc1, Cc1cccc2c(=O)c3ccccc3oc12, ClC(Cl)(Cl)Cl. The product is O=c1c2ccccc2oc2c(CBr)cccc12. RXN SMILES: [Br:17][N:18]1[C:19](=[O:20])[CH2:21][CH2:22][C:23]1=[O:24].[C:25]([O:26][O:27][C:28](=[O:29])[c:30]1[cH:31][cH:32][cH:33][cH:34][cH:35]1)(=[O:36])[c:37]1[cH:38][cH:39][cH:40][cH:41][cH:42]1.[CH3:1][c:2]1[cH:3][cH:4][cH:5][c:6]2[c:7](=[O:16])[c:8]3[cH:9][cH:10][cH:11][cH:12][c:13]3[o:14][c:15]12.[Cl:43][C:44]([Cl:45])([Cl:46])[Cl:47]>>[CH2:1]([c:2]1[cH:3][cH:4][cH:5][c:6]2[c:7](=[O:16])[c:8]3[cH:9][cH:10][cH:11][cH:12][c:13]3[o:14][c:15]12)[Br:17]. Reactants: CCOC(=O)C=Cc1cc(F)ccc1OC, CCO. The product is CCOC(=O)CCc1cc(F)ccc1OC. As a reaction SMILES: [CH2:1]([CH3:2])[O:3][C:4]([CH:5]=[CH:6][c:7]1[c:8]([O:14][CH3:15])[cH:9][cH:10][c:11]([F:13])[cH:12]1)=[O:16].[CH3:17][CH2:18][OH:19]>>[CH2:1]([CH3:2])[O:3][C:4]([CH2:5][CH2:6][c:7]1[c:8]([O:14][CH3:15])[cH:9][cH:10][c:11]([F:13])[cH:12]1)=[O:16]. Starting materials: O=C([O-])O, CCCCc1cccc(Sc2cccc(CCCC)c2CO)c1CO, O=C(OO)c1cccc(Cl)c1, ClCCl, ClCCCl, O=[N+]([O-])c1ccc2c(c1)N(c1ccccn1)CC(C(F)F)(C(F)F)O2, [Na+], O. Product: O=[N+]([O-])c1ccc2c(c1)N(c1cccc[n+]1[O-])CC(C(F)F)(C(F)F)O2. RXN SMILES: [C:26]([O-:27])(=[O:28])[OH:29].[CH2:31]([c:32]1[c:33]([CH2:34][OH:35])[c:36]([S:37][c:38]2[cH:39][cH:40][cH:41][c:42]([CH2:43][CH2:44][CH2:45][CH3:46])[c:47]2[CH2:48][OH:49])[cH:50][cH:51][cH:52]1)[CH2:53][CH2:54][CH3:55].[Cl:56][c:57]1[cH:58][cH:59][cH:60][c:61]([C:62]([O:63][OH:64])=[O:65])[cH:66]1.[Cl:67][CH2:68][Cl:69].[Cl:71][CH2:72][CH2:73][Cl:74].[F:1][CH:2]([C:3]1([CH:22]([F:23])[F:24])[O:4][c:5]2[c:6]([cH:15][c:16]([N+:19](=[O:20])[O-:21])[cH:17][cH:18]2)[N:7]([c:9]2[n:10][cH:11][cH:12][cH:13][cH:14]2)[CH2:8]1)[F:25].[Na+:30].[OH2:70]>>[F:1][CH:2]([C:3]1([CH:22]([F:23])[F:24])[O:4][c:5]2[c:6]([cH:15][c:16]([N+:19](=[O:20])[O-:21])[cH:17][cH:18]2)[N:7]([c:9]2[n+:10]([O-:27])[cH:11][cH:12][cH:13][cH:14]2)[CH2:8]1)[F:25]. The reactants are NC1=NC=CC=C1OCC1=C(C=CC=C1)C (2-amino-3-(2-methylbenzyloxy)pyridine), ClC1=CC=C(C=C1)N=C=S (4-chlorophenyl isothiocyanate), C1(=CC=CC=C1)C (toluene). Run in CCOCC (ether). Product: CC1=C(COC=2C(=NC=CC2)NC(=S)NC2=CC=C(C=C2)Cl)C=CC=C1 (N-[3-(2-Methylbenzyloxy)pyrid-2-yl]-N'-(4-chlorophenyl)thiourea). Reaction SMILES: [NH2:1][C:2]1[C:7]([O:8][CH2:9][C:10]2[CH:15]=[CH:14][CH:13]=[CH:12][C:11]=2[CH3:16])=[CH:6][CH:5]=[CH:4][N:3]=1.[Cl:17][C:18]1[CH:23]=[CH:22][C:21]([N:24]=[C:25]=[S:26])=[CH:20][CH:19]=1.C1(C)C=CC=CC=1>CCOCC>[CH3:16][C:11]1[CH:12]=[CH:13][CH:14]=[CH:15][C:10]=1[CH2:9][O:8][C:7]1[C:2]([NH:1][C:25]([NH:24][C:21]2[CH:22]=[CH:23][C:18]([Cl:17])=[CH:19][CH:20]=2)=[S:26])=[N:3][CH:4]=[CH:5][CH:6]=1. Procedure: A mixture of 2-amino-3-(2-methylbenzyloxy)pyridine (1.19 g, 0.0056 mol), 4-chlorophenyl isothiocyanate (1.15 g, 0.0068 mol) and toluene (10 ml) was refluxed for 2.5 hours, then cooled and treated with ether to induce crystallisation of the product. Yield 1.63 g (77%), m.p. 181°-183 ° C. Run at time 20 minute. The product is C1(=CC=CC=C1)CCNO (2-phenylethylhydroxylamine). The reactants are Cl (HCl), B.C1CCOC1 (BH3-THF), [N+](=O)([O-])\C=C\C1=CC=CC=C1 (trans-β-nitrostyrene), [BH4-].[Na+] (NaBH4). Solvent: C1CCOC1 (THF), C1CCOC1 (THF), O (Water). Reported procedure: To a THF solution (1.1 mL, 1.0 M) of BH3-THF (1.1 mmol) was added dropwise a THF solution (2.2 mL) of trans-β-nitrostyrene (160.0 mg, 1.1 mmol) at 0° C. under nitrogen atmosphere. NaBH4 (3.3 mg, 0.087 mmol) was added, and the mixture was stirred for 20 minutes at room temperature. Water (5 mL) was added at 0° C., and then the solution was made acidic by adding 2M HCl aqueous solution, and the solution was stirred for 4 hr at 65° C. The reaction mixture was extracted with ethyl acetate, and the a... RXN SMILES: B.C1COCC1.[N+:7](/[CH:10]=[CH:11]/[C:12]1[CH:17]=[CH:16][CH:15]=[CH:14][CH:13]=1)([O-])=[O:8].[BH4-].[Na+].Cl>O.C1COCC1>[C:12]1([CH2:11][CH2:10][NH:7][OH:8])[CH:17]=[CH:16][CH:15]=[CH:14][CH:13]=1 |f:0.1,3.4|. The reactants are OC=1C=C2C=C(N(C2=CC1)C)C(=O)OCC (ethyl 5-hydroxy-1-methyl-1H-indole-2-carboxylate), C(CC)I (propyl iodide), C([O-])([O-])=O.[Cs+].[Cs+] (cesium carbonate). Run in CN(C=O)C (dimethylformamide). Conditions: temperature 100 celsius, time 16 hour. Yields the product CN1C(=CC2=CC(=CC=C12)OCCC)C(=O)OCC (ethyl 1-methyl-5-propoxy-1H-indole-2-carboxylate). The yield is 78.2%. As a reaction SMILES: [OH:1][C:2]1[CH:3]=[C:4]2[C:8](=[CH:9][CH:10]=1)[N:7]([CH3:11])[C:6]([C:12]([O:14][CH2:15][CH3:16])=[O:13])=[CH:5]2.[CH2:17](I)[CH2:18][CH3:19].C(=O)([O-])[O-].[Cs+].[Cs+]>CN(C)C=O>[CH3:11][N:7]1[C:8]2[C:4](=[CH:3][C:2]([O:1][CH2:17][CH2:18][CH3:19])=[CH:10][CH:9]=2)[CH:5]=[C:6]1[C:12]([O:14][CH2:15][CH3:16])=[O:13] |f:2.3.4|. Procedure: A mixture of ethyl 5-hydroxy-1-methyl-1H-indole-2-carboxylate (103 mg, 0.47 mmol), propyl iodide (141 mg, 0.56 mmol) and cesium carbonate (230 mg, 0.70 mmol) in 1 mL dimethylformamide was stirred vigorously at 100° C. in a sealed vessel for 16 h. After cooling to room temperature, solids were filtered and the liquor concentrated. The crude residue was subjected to chromatography on silica gel with gradient elution (20-40% ethyl acetate in hexanes) to give ethyl 1-methyl-5-propoxy-1H-indole-2-car...